Dataset: the Open Reaction Database (ORD), a public repository of structured organic reaction records. Task: describe an organic reaction: reactants, conditions, products, and yield The reactants are CCCC1CN(Cc2ccccc2)CCC1O, CO, [H][H], [OH-], [OH-], [Pd+2]. Product: CCCC1CNCCC1O. As a reaction SMILES: [CH2:1]([c:2]1[cH:3][cH:4][cH:5][cH:6][cH:7]1)[N:8]1[CH2:9][CH:10]([CH2:15][CH2:16][CH3:17])[CH:11]([OH:14])[CH2:12][CH2:13]1.[CH3:18][OH:19].[H:20][H:21].[OH-:22].[OH-:24].[Pd+2:23]>>[NH:8]1[CH2:9][CH:10]([CH2:15][CH2:16][CH3:17])[CH:11]([OH:14])[CH2:12][CH2:13]1.